This data is from the Open Reaction Database (ORD), a public repository of structured organic reaction records. The task is: describe an organic reaction: reactants, conditions, products, and yield The product is OCc1ccnc(OCc2cn3c(Cl)cccc3n2)c1. As a reaction SMILES: [CH3:1][CH:2]([CH2:3][AlH:4][CH2:5][CH:6]([CH3:7])[CH3:8])[CH3:9].[Cl:10][c:11]1[cH:12][cH:13][cH:14][c:15]2[n:16]1[cH:17][c:18]([CH2:20][O:21][c:22]1[n:23][cH:24][cH:25][c:26]([C:28](=[O:29])[O:30][CH3:31])[cH:27]1)[n:19]2.[Na+:47].[Na+:48].[O:49]1[CH2:50][CH2:51][CH2:52][CH2:53]1.[OH2:32].[OH2:33].[OH2:34].[OH2:35].[OH2:36].[OH2:37].[OH2:38].[OH2:39].[OH2:40].[OH2:41].[S:42]([O-:43])([O-:44])(=[O:45])=[O:46]>>[Cl:10][c:11]1[cH:12][cH:13][cH:14][c:15]2[n:16]1[cH:17][c:18]([CH2:20][O:21][c:22]1[n:23][cH:24][cH:25][c:26]([CH2:28][OH:29])[cH:27]1)[n:19]2. The reactants are CC(C)C[AlH]CC(C)C, COC(=O)c1ccnc(OCc2cn3c(Cl)cccc3n2)c1, [Na+], [Na+], C1CCOC1, O, O, O, O, O, O, O, O, O, O, O=S(=O)([O-])[O-]. The reactants are BrC(C)CC (2-bromobutane), O (water), CC(C)([O-])C.[K+] (Potassium t-butoxide), COC1=CC=C(C=C1)S (4-methoxybenzenethiol). The solvent is CN(C)C=O (DMF), CN(C)C=O (DMF). Reaction conditions: time 8 hour. Product: CC(CC)SC1=CC=C(C=C1)OC (4-(1-methylpropylthio)anisole). RXN SMILES: CC(C)([O-])C.[K+].[CH3:7][O:8][C:9]1[CH:14]=[CH:13][C:12]([SH:15])=[CH:11][CH:10]=1.Br[CH:17]([CH2:19][CH3:20])[CH3:18].O>CN(C=O)C>[CH3:18][CH:17]([S:15][C:12]1[CH:13]=[CH:14][C:9]([O:8][CH3:7])=[CH:10][CH:11]=1)[CH2:19][CH3:20] |f:0.1|. Reported procedure: Potassium t-butoxide (30.6 g, 275.0 mmol) is added to a solution of 4-methoxybenzenethiol (30.0 ml, 250.0 mmol) in 250 ml of DMF. The mixture is heated at 80° until homogeneous, after which 2-bromobutane (30.0 ml, 275.0 mmol) in 30 ml of DMF is added dropwise over approx. 30 min. The mixture is stirred at 60° overnight after which it is cooled and is then poured into water and the aqueous phase is extracted with ether (3×). The combined ether extracts are washed with water, with 5% sodium hydrox... Starting materials: CC(C)(C)OC(=O)NC(Cc1ccccc1)C(=O)O, NCC(=O)OCc1ccccc1, CN1CCOCC1, CC(C)COC(=O)Cl, CN(C)C=O, Cc1ccc(S(=O)(=O)O)cc1. The product is CC(C)(C)OC(=O)NC(Cc1ccccc1)C(=O)NCC(=O)OCc1ccccc1. As a reaction SMILES: [C:1]([CH3:2])([CH3:3])([CH3:4])[O:5][C:6](=[O:7])[NH:8][CH:9]([CH2:10][c:11]1[cH:12][cH:13][cH:14][cH:15][cH:16]1)[C:17](=[O:18])[OH:19].[CH2:46]([c:47]1[cH:48][cH:49][cH:50][cH:51][cH:52]1)[O:53][C:54]([CH2:55][NH2:56])=[O:57].[CH3:20][N:21]1[CH2:22][CH2:23][O:24][CH2:25][CH2:26]1.[Cl:27][C:28]([O:29][CH2:30][CH:31]([CH3:32])[CH3:33])=[O:34].[O:58]=[CH:59][N:60]([CH3:61])[CH3:62].[c:35]1([CH3:36])[cH:37][cH:38][c:39]([S:40]([OH:41])(=[O:42])=[O:43])[cH:44][cH:45]1>>[C:1]([CH3:2])([CH3:3])([CH3:4])[O:5][C:6](=[O:7])[NH:8][CH:9]([CH2:10][c:11]1[cH:12][cH:13][cH:14][cH:15][cH:16]1)[C:17](=[O:19])[NH:56][CH2:55][C:54]([O:53][CH2:46][c:47]1[cH:48][cH:49][cH:50][cH:51][cH:52]1)=[O:57]. The reactants are C(C)N(C(C)C)C(C)C (ethyldiisopropylamine), F[C@@H]1[C@@H]2C=3C=CC(=CC3C[C@H]([C@H]2[C@@H]2CC[C@@H]([C@@]2(C)C1)O)CCCCCN(CCCCCCC(C(C(C(F)(F)F)(F)F)(F)F)(F)F)C)O (11β-fluoro-7α-{5-[methyl(7,7,8,8,9,9,10,10,10-nonafluorodecyl)amino]pentyl}-estra-1,3,5(10)-triene-3,17β-diol). The solvent is CS(=O)C (dimethyl sulfoxide), C(C)(=O)OCC (ethyl acetate), CS(=O)C (dimethyl sulfoxide). Reaction conditions: time 30 minute. Product: F[C@@H]1[C@@H]2C=3C=CC(=CC3C[C@H]([C@H]2[C@@H]2CCC([C@@]2(C)C1)=O)CCCCCN(CCCCCCC(C(C(C(F)(F)F)(F)F)(F)F)(F)F)C)O (11β-Fluoro-7α-{5-[methyl(7,7,8,8,9,9,10,10,10-nonafluorodecyl)amino]pentyl} estra-1,3,5(10)-trien-3-ol-17-one). Reaction SMILES: C(N(C(C)C)C(C)C)C.[F:10][C@H:11]1[CH2:28][C@@:26]2([CH3:27])[C@@H:22]([CH2:23][CH2:24][C@@H:25]2[OH:29])[C@H:21]2[C@H:12]1[C:13]1[CH:14]=[CH:15][C:16]([OH:56])=[CH:17][C:18]=1[CH2:19][C@H:20]2[CH2:30][CH2:31][CH2:32][CH2:33][CH2:34][N:35]([CH3:55])[CH2:36][CH2:37][CH2:38][CH2:39][CH2:40][CH2:41][C:42]([F:54])([F:53])[C:43]([F:52])([F:51])[C:44]([F:50])([F:49])[C:45]([F:48])([F:47])[F:46]>CS(C)=O.C(OCC)(=O)C>[F:10][C@H:11]1[CH2:28][C@@:26]2([CH3:27])[C@@H:22]([CH2:23][CH2:24][C:25]2=[O:29])[C@H:21]2[C@H:12]1[C:13]1[CH:14]=[CH:15][C:16]([OH:56])=[CH:17][C:18]=1[CH2:19][C@H:20]2[CH2:30][CH2:31][CH2:32][CH2:33][CH2:34][N:35]([CH3:55])[CH2:36][CH2:37][CH2:38][CH2:39][CH2:40][CH2:41][C:42]([F:53])([F:54])[C:43]([F:51])([F:52])[C:44]([F:49])([F:50])[C:45]([F:46])([F:47])[F:48]. Reported procedure: 1.5 ml of ethyldiisopropylamine is added in drops at 10° C. to a solution of 1.23 g of pyridine sulfur trioxide complex in 10 ml of dried dimethyl sulfoxide. Then, 1.72 g of 11β-fluoro-7α-{5-[methyl(7,7,8,8,9,9,10,10,10-nonafluorodecyl)amino]pentyl}-estra-1,3,5(10)-triene-3,17β-diol (compound No. Z9) as well as another 10 ml of dried dimethyl sulfoxide are added and stirred for 30 minutes at room temperature. Then, it is diluted with ethyl acetate, washed with saturated sodium bicarbonate soluti... Reactants: C(C)(C)C1=NC(=C(C(=C1C(=O)OCC)C1=CC(=CC=C1)C)C=CCCC)C(C)C (Ethyl 2,6-diisopropyl-4-(3-methylphenyl)-5(Pent-1-enyl)pyridine3-carboxylate), C24H33NO. Run in C(C)(=O)OCC.CCCCCC (ethyl acetate n-hexane). Product: C(C)(C)C1=NC(=C(C(=C1CO)C1=CC(=CC=C1)C)C=CCCC)C(C)C (2,6-Diisopropyl-3-hydroxymethyl-4-(3methylphenyl)-5-(pent-1-enyl)pyridine). RXN SMILES: [CH:1]([C:4]1[C:9]([C:10](OCC)=[O:11])=[C:8]([C:15]2[CH:20]=[CH:19][CH:18]=[C:17]([CH3:21])[CH:16]=2)[C:7]([CH:22]=[CH:23][CH2:24][CH2:25][CH3:26])=[C:6]([CH:27]([CH3:29])[CH3:28])[N:5]=1)([CH3:3])[CH3:2]>C(OCC)(=O)C.CCCCCC>[CH:1]([C:4]1[C:9]([CH2:10][OH:11])=[C:8]([C:15]2[CH:20]=[CH:19][CH:18]=[C:17]([CH3:21])[CH:16]=2)[C:7]([CH:22]=[CH:23][CH2:24][CH2:25][CH3:26])=[C:6]([CH:27]([CH3:28])[CH3:29])[N:5]=1)([CH3:3])[CH3:2] |f:1.2|. Procedure: The title compound was prepared from the intermediate obtained in Step A by the procedure described in Example 125, Step F. 1H NMR (300 MHz, CDCl3) (reported as a mixture of olefins): δ 0.73 (t, J=7.0 Hz, 3 H), 1.10-1.40 (m, 15 H), 1.90 (tdd, J=7.0, 7.0, 1.0, 2 H), 2.36 (s, 3 H), 3.30-3.50 (m, 21 H), 4.40 (d, J=4.0 Hz, 2 H), 5.20-5.40 (m, 1 H), 5.95 (dt, J=16.0, 1.0 Hz, 1 H), 6.90 (m, 2 H), 7.10-7.30 (m, 2 H). FAB-MS: calculated for C24H33NO 352; found 352 (M+H, 100%). Rf=0.34 (10% ethyl acetate...